Dataset: the Open Reaction Database (ORD), a public repository of structured organic reaction records. Task: describe an organic reaction: reactants, conditions, products, and yield The reactants are CI, CCOC(=O)C(O)c1ccc(-c2ccccc2N)cc1, c1ccncc1. Yields the product CCOC(=O)C(O)c1ccc(-c2ccccc2NC)cc1. As a reaction SMILES: [CH3:21][I:22].[NH2:1][c:2]1[c:3](-[c:8]2[cH:9][cH:10][c:11]([CH:14]([C:15](=[O:16])[O:17][CH2:18][CH3:19])[OH:20])[cH:12][cH:13]2)[cH:4][cH:5][cH:6][cH:7]1.[cH:23]1[cH:24][cH:25][n:26][cH:27][cH:28]1>>[NH:1]([c:2]1[c:3](-[c:8]2[cH:9][cH:10][c:11]([CH:14]([C:15](=[O:16])[O:17][CH2:18][CH3:19])[OH:20])[cH:12][cH:13]2)[cH:4][cH:5][cH:6][cH:7]1)[CH3:21]. The reactants are ClC1=NC=CC(=N1)C1=C(N=C2N1C=CC=C2)C=2C=C(C(=O)NC1=C(C=CC=C1F)F)C=CC2 (3-[3-(2-chloro-4-pyrimidinyl)imidazo[1,2-a]pyridin-2-yl]-N-(2,6-difluorophenyl)-benzamide), C(C)OC1=C(C=CC(=C1)N1CCN(CC1)C(C)C)N ({2-(ethyloxy)-4-[4-(1-methylethyl)-1-piperazinyl]phenyl}amine), Cl (HCl), O1CCOCC1 (dioxane), C[O-].[Na+] (sodium methoxide), Teflon. Solvent: CO (MeOH), CCCCCC (hexane), FC(CO)(F)F (2,2,2-trifluoroethanol), C(Cl)Cl (DCM). Conditions: temperature 175 celsius. The product is FC1=C(C(=CC=C1)F)NC(C1=CC(=CC=C1)C=1N=C2N(C=CC=C2)C1C1=NC(=NC=C1)NC1=C(C=C(C=C1)N1CCN(CC1)C(C)C)OCC)=O (N-(2,6-difluorophenyl)-3-{3-[2-({2-(ethyloxy)-4-[4-(1-methylethyl)-1-piperazinyl]phenyl}amino)-4-pyrimidinyl]imidazo[1,2-a]pyridin-2-yl}benzamide). Yield: 63.6%. Reaction SMILES: Cl[C:2]1[N:7]=[C:6]([C:8]2[N:12]3[CH:13]=[CH:14][CH:15]=[CH:16][C:11]3=[N:10][C:9]=2[C:17]2[CH:18]=[C:19]([CH:31]=[CH:32][CH:33]=2)[C:20]([NH:22][C:23]2[C:28]([F:29])=[CH:27][CH:26]=[CH:25][C:24]=2[F:30])=[O:21])[CH:5]=[CH:4][N:3]=1.[CH2:34]([O:36][C:37]1[CH:42]=[C:41]([N:43]2[CH2:48][CH2:47][N:46]([CH:49]([CH3:51])[CH3:50])[CH2:45][CH2:44]2)[CH:40]=[CH:39][C:38]=1[NH2:52])[CH3:35].Cl.O1CCOCC1.C[O-].[Na+]>FC(F)(F)CO.CO.C(Cl)Cl.CCCCCC>[F:30][C:24]1[CH:25]=[CH:26][CH:27]=[C:28]([F:29])[C:23]=1[NH:22][C:20](=[O:21])[C:19]1[CH:31]=[CH:32][CH:33]=[C:17]([C:9]2[N:10]=[C:11]3[CH:16]=[CH:15][CH:14]=[CH:13][N:12]3[C:8]=2[C:6]2[CH:5]=[CH:4][N:3]=[C:2]([NH:52][C:38]3[CH:39]=[CH:40][C:41]([N:43]4[CH2:48][CH2:47][N:46]([CH:49]([CH3:50])[CH3:51])[CH2:45][CH2:44]4)=[CH:42][C:37]=3[O:36][CH2:34][CH3:35])[N:7]=2)[CH:18]=1 |f:4.5|. Procedure: To 3-[3-(2-chloro-4-pyrimidinyl)imidazo[1,2-a]pyridin-2-yl]-N-(2,6-difluorophenyl)-benzamide (Intermediate Example 1) (100 mg, 0.22 mmol) and {2-(ethyloxy)-4-[4-(1-methylethyl)-1-piperazinyl]phenyl}amine (57 mg, 0.22 mmol) in 2,2,2-trifluoroethanol (1.1 mL) was added 4 M HCl in dioxane (108 μL, 0.43 mmol). The mixture was stirred and heated on a Biotage microwave at 175° C. for 30 min, then cooled to rt. The mixture was neutralized with 0.5M sodium methoxide in MeOH. The mixture was concentrated... The reactants are diisobutylaluminum hydride THF, CC1=C(C(=CC=C1)C)N1C=C(C=CC1=O)C(=O)OC (methyl 1-(2,6-dimethylphenyl)-6-oxo-1,6-dihydropyridine-3-carboxylate), diisobutylaluminum hydride THF. The solvent is C1CCOC1 (THF). Run at temperature -78 celsius, time 2 hour. The product is CC1=C(C(=CC=C1)C)N1C=C(CCC1=O)C(=O)OC (methyl 1-(2,6-dimethylphenyl)-6-oxo-1,4,5,6-tetrahydropyridine-3-carboxylate). As a reaction SMILES: [CH3:1][C:2]1[CH:7]=[CH:6][CH:5]=[C:4]([CH3:8])[C:3]=1[N:9]1[C:14](=[O:15])[CH:13]=[CH:12][C:11]([C:16]([O:18][CH3:19])=[O:17])=[CH:10]1>C1COCC1>[CH3:1][C:2]1[CH:7]=[CH:6][CH:5]=[C:4]([CH3:8])[C:3]=1[N:9]1[C:14](=[O:15])[CH2:13][CH2:12][C:11]([C:16]([O:18][CH3:19])=[O:17])=[CH:10]1. Reported procedure: In an atmosphere of nitrogen, a 1.0 M diisobutylaluminum hydride THF solution was dropwise added at −78° C. to a THF solution of methyl 1-(2,6-dimethylphenyl)-6-oxo-1,6-dihydropyridine-3-carboxylate. After stirring at −78° C. for 2 hours, the temperature was risen to 0° C., followed by stirring at 0° C. for 1.5 hours. The reaction mixture was warmed up to room temperature, followed by stirring at room temperature for 2 hours. A 1.0 M diisobutylaluminum hydride THF solution was dropwise added to ... Reactants: O1C=NC2=C1C=CC(=C2)C(=C(C2=CC=C(C=C2)OCCCl)C2=CC=C(C=C2)O)CC (4-(2-(benzo[d]oxazol-5-yl)-1-(4-(2-chloroethoxy)phenyl)but-1-enyl)phenol), CN (MeNH2). The solvent is CO (MeOH). Product: O1C=NC2=C1C=CC(=C2)C(=C(C2=CC=C(C=C2)OCCNC)C2=CC=C(C=C2)O)CC (4-(2-(benzo[d]oxazol-5-yl)-1-(4-(2-(methylamino)ethoxy)phenyl)but-1-enyl)phenol). Yield: 25.0%. RXN SMILES: [O:1]1[C:5]2[CH:6]=[CH:7][C:8]([C:10]([CH2:29][CH3:30])=[C:11]([C:22]3[CH:27]=[CH:26][C:25]([OH:28])=[CH:24][CH:23]=3)[C:12]3[CH:17]=[CH:16][C:15]([O:18][CH2:19][CH2:20]Cl)=[CH:14][CH:13]=3)=[CH:9][C:4]=2[N:3]=[CH:2]1.[CH3:31][NH2:32]>CO>[O:1]1[C:5]2[CH:6]=[CH:7][C:8]([C:10]([CH2:29][CH3:30])=[C:11]([C:22]3[CH:27]=[CH:26][C:25]([OH:28])=[CH:24][CH:23]=3)[C:12]3[CH:17]=[CH:16][C:15]([O:18][CH2:19][CH2:20][NH:32][CH3:31])=[CH:14][CH:13]=3)=[CH:9][C:4]=2[N:3]=[CH:2]1. Procedure details: According to the same procedure as example 1, step E described, 4-(2-(benzo[d]oxazol-5-yl)-1-(4-(2-chloroethoxy)phenyl)but-1-enyl)phenol (0.1 g, 1.0 eq) was reacted with MeNH2 (30% wt in water, 10 mL) in MeOH (20 mL) under reflux to give 20 mg desired product (25%, Z/E=1/1). 1H NMR (400 MHz, CDCl3) δ 7.08 (d, J=8.4 Hz, 2H), 7.01 (d, J=8.8 Hz, 2H), 6.82 (d, J=8.4 Hz, 2H), 6.68-6.80 (m, 6H), 6.58-6.64 (m, 4H), 6.49-6.55 (m, 4H). 6.46 (d, J=8.8 Hz, 2H), 5.89 (s, 2H), 4.09 (t, J=5.6 Hz, 2H), 3.97 (t...